This data is from the Open Reaction Database (ORD), a public repository of structured organic reaction records. The task is: describe an organic reaction: reactants, conditions, products, and yield Reactants: ClC(C(=O)OCC)CC(C)C (ethyl 2-chloro-4-methyl-pentanoate), NC(=S)N (thiourea). Run in C(C)O (ethanol). Yields the product NC=1SC(=C(N1)C(C)C)C(=O)OCC (ethyl 2-amino-4-isopropyl-5-thiazolecarboxylate). Yield: 39.7%. RXN SMILES: Cl[CH:2]([CH2:8][CH:9]([CH3:11])[CH3:10])[C:3]([O:5][CH2:6][CH3:7])=[O:4].[NH2:12][C:13]([NH2:15])=[S:14]>C(O)C>[NH2:15][C:13]1[S:14][C:2]([C:3]([O:5][CH2:6][CH3:7])=[O:4])=[C:8]([CH:9]([CH3:11])[CH3:10])[N:12]=1. Reported procedure: Utilizing the procedure of Example 1, a mixture of 1.97 g (0.01 mol) of ethyl 2-chloro-4-methyl-pentanoate, 0.76 g (0.01 mol) of thiourea and 30 ml of ethanol was held at reflux for 18 hours. Ethanol was removed under reduced pressure. The residue was crystallized from hexane. The solid precipitates were dissolved in ether. The ether solution was washed with water, dried over magnesium sulfate and concentrated under reduced pressure. The residue was recrystallized from benzene-ether to give 0.85... Reactants: CC(=O)Nc1nc(O)c2cc(C=Cc3ccc(C(=O)OC(C)=O)cc3)cnc2n1, CC(=O)O, [Na+], [OH-], O. Reaction SMILES: [C:1]([CH3:2])(=[O:3])[NH:4][c:5]1[n:6][c:7]([OH:29])[c:8]2[c:9]([n:10]1)[n:11][cH:12][c:13]([CH:15]=[CH:16][c:17]1[cH:18][cH:19][c:20]([C:23](=[O:24])[O:25][C:26](=[O:27])[CH3:28])[cH:21][cH:22]1)[cH:14]2.[CH3:32][C:33](=[O:34])[OH:35].[Na+:31].[OH-:30].[OH2:36]>>[C:1]([CH3:2])(=[O:3])[NH:4][c:5]1[n:6][c:7]([OH:29])[c:8]2[c:9]([n:10]1)[n:11][cH:12][c:13]([CH:15]=[CH:16][c:17]1[cH:18][cH:19][c:20]([C:23](=[O:24])[OH:25])[cH:21][cH:22]1)[cH:14]2. Yields the product CC(=O)Nc1nc(O)c2cc(C=Cc3ccc(C(=O)O)cc3)cnc2n1. The reactants are O=C([O-])[O-], Cc1cc(C)nc(Cl)n1, [Cs+], [Cs+], Nc1cc(NC(=O)c2c(Cl)cccc2Cl)ccn1, O=C(C=Cc1ccccc1)C=Cc1ccccc1, O=C(C=Cc1ccccc1)C=Cc1ccccc1, O=C(C=Cc1ccccc1)C=Cc1ccccc1, C1COCCO1, [Pd], [Pd]. Reaction SMILES: [C:28](=[O:29])([O-:30])[O-:31].[Cl:19][c:20]1[n:21][c:22]([CH3:27])[cH:23][c:24]([CH3:26])[n:25]1.[Cs+:32].[Cs+:33].[NH2:1][c:2]1[n:3][cH:4][cH:5][c:6]([NH:8][C:9]([c:10]2[c:11]([Cl:17])[cH:12][cH:13][cH:14][c:15]2[Cl:16])=[O:18])[cH:7]1.[O:36]=[C:37]([CH:38]=[CH:39][c:40]1[cH:41][cH:42][cH:43][cH:44][cH:45]1)[CH:46]=[CH:47][c:48]1[cH:49][cH:50][cH:51][cH:52][cH:53]1.[O:54]=[C:55]([CH:56]=[CH:57][c:58]1[cH:59][cH:60][cH:61][cH:62][cH:63]1)[CH:64]=[CH:65][c:66]1[cH:67][cH:68][cH:69][cH:70][cH:71]1.[O:72]=[C:73]([CH:74]=[CH:75][c:76]1[cH:77][cH:78][cH:79][cH:80][cH:81]1)[CH:82]=[CH:83][c:84]1[cH:85][cH:86][cH:87][cH:88][cH:89]1.[O:90]1[CH2:91][CH2:92][O:93][CH2:94][CH2:95]1.[Pd:34].[Pd:35]>>[NH:1]([c:2]1[n:3][cH:4][cH:5][c:6]([NH:8][C:9]([c:10]2[c:11]([Cl:17])[cH:12][cH:13][cH:14][c:15]2[Cl:16])=[O:18])[cH:7]1)[c:20]1[n:21][c:22]([CH3:27])[cH:23][c:24]([CH3:26])[n:25]1. Yields the product Cc1cc(C)nc(Nc2cc(NC(=O)c3c(Cl)cccc3Cl)ccn2)n1. Starting materials: O=C1N([C@H]2CCCC[C@@H]2C1)C1CCN(CC1)C1(CCN(CC1)C(=O)OC(C)(C)C)C (tert-butyl 4-[4-[(3aR,7aS)-2-oxo-3a,4,5,6,7,7a-hexahydro-3H-indol-1-yl]-1-piperidyl]-4-methyl-piperidine-1-carboxylate). The solvent is CO (MeOH), Cl (HCl), O1CCOCC1 (dioxane). Product: CC1(CCNCC1)N1CCC(CC1)N1C(C[C@H]2CCCC[C@H]12)=O ((3aR,7aS)-1-[1-(4-methyl-4-piperidyl)-4-piperidyl]-3a,4,5,6,7,7a-hexahydro-3H-indol-2-one). RXN SMILES: [O:1]=[C:2]1[CH2:10][C@@H:9]2[C@H:4]([CH2:5][CH2:6][CH2:7][CH2:8]2)[N:3]1[CH:11]1[CH2:16][CH2:15][N:14]([C:17]2([CH3:30])[CH2:22][CH2:21][N:20](C(OC(C)(C)C)=O)[CH2:19][CH2:18]2)[CH2:13][CH2:12]1>CO.Cl.O1CCOCC1>[CH3:30][C:17]1([N:14]2[CH2:15][CH2:16][CH:11]([N:3]3[C@@H:4]4[C@H:9]([CH2:8][CH2:7][CH2:6][CH2:5]4)[CH2:10][C:2]3=[O:1])[CH2:12][CH2:13]2)[CH2:18][CH2:19][NH:20][CH2:21][CH2:22]1. Procedure: A solution of tert-butyl 4-[4-[(3aR,7aS)-2-oxo-3a,4,5,6,7,7a-hexahydro-3H-indol-1-yl]-1-piperidyl]-4-methyl-piperidine-1-carboxylate in MeOH (14 mL) and 4M HCl in dioxane (5 mL) was stirred at room temperature overnight. Concentrated in vacuo and the residue was purified by preparative LC/MS (high pH) to provide the title compound as a colorless oil (0.41 g). MS (M+1): 320.30. Starting materials: O.O.[Sn](Cl)Cl (tin(II)chloride dihydrate), Cl (HCl), N1=CC(=CC=C1)C(C=1SC=CC1)O (2-(3-pyridylhydroxymethyl)thiophene). The solvent is C(C)(=O)O (acetic acid). Run at time 1.5 hour. The product is N1=CC(=CC=C1)CC=1SC=CC1 (2-(3-pyridylmethyl)thiophene). Yield: 32.5%. Reaction SMILES: [N:1]1[CH:6]=[CH:5][CH:4]=[C:3]([CH:7](O)[C:8]2[S:9][CH:10]=[CH:11][CH:12]=2)[CH:2]=1.O.O.[Sn](Cl)Cl.Cl>C(O)(=O)C>[N:1]1[CH:6]=[CH:5][CH:4]=[C:3]([CH2:7][C:8]2[S:9][CH:10]=[CH:11][CH:12]=2)[CH:2]=1 |f:1.2.3|. Reported procedure: To a solution of 2-(3-pyridylhydroxymethyl)thiophene (8.82 g, 46.2 mmol), prepared as in step 1, in acetic acid (50 mL) was added tin(II)chloride dihydrate (22.9 g, 101 mmol) and HCl gas was bubbled through the reaction mixture for about 10 min. The reaction mixture was stirred for 1.5 hours at ambient temperature, and the liquid was decanted, concentrated in vacuo to a volume of about 10 mL, and poured into H2O. The aqueous solution was made basic by the slow addition of saturated aqueous NaHCO... Reported procedure: A mixture of 2-(4-hydroxybenzyl)-2-phenoxyhexanoic acid ethyl ester (0.030 mmol) (see Ex 61, Part C), toluene-4-sulfonic acid 2-(2-biphenyl-3-yl-5-methyloxazol-4-yl)ethyl ester (0.030 mmol) (see Ex. 2, Part F) and 325 mesh K2CO3 (0.084 g, 0.60 mmol) in ethanol (2 mL) was heated to reflux for 24 h under N2. Aqueous 5N NaOH (0.5 mL) and additional ethanol (1 mL) was added to the reaction mixture and it was heated at reflux for an additional 2 h. The reaction was cooled and the solvent removed in v... The reactants are [OH-].[Na+] (NaOH), C(C)OC(C(CCCC)(OC1=CC=CC=C1)CC1=CC=C(C=C1)O)=O (2-(4-hydroxybenzyl)-2-phenoxyhexanoic acid ethyl ester), C1(=CC(=CC=C1)C=1OC(=C(N1)CCOS(=O)(=O)C1=CC=C(C=C1)C)C)C1=CC=CC=C1 (toluene-4-sulfonic acid 2-(2-biphenyl-3-yl-5-methyloxazol-4-yl)ethyl ester), C(=O)([O-])[O-].[K+].[K+] (K2CO3). Solvent: C(C)O (ethanol), C(C)O (ethanol). Reaction SMILES: C([O:3][C:4](=[O:25])[C:5]([CH2:17][C:18]1[CH:23]=[CH:22][C:21]([OH:24])=[CH:20][CH:19]=1)([O:10][C:11]1[CH:16]=[CH:15][CH:14]=[CH:13][CH:12]=1)[CH2:6][CH2:7][CH2:8][CH3:9])C.[C:26]1([C:51]2[CH:56]=[CH:55][CH:54]=[CH:53][CH:52]=2)[CH:31]=[CH:30][CH:29]=[C:28]([C:32]2[O:33][C:34]([CH3:50])=[C:35]([CH2:37][CH2:38]OS(C3C=CC(C)=CC=3)(=O)=O)[N:36]=2)[CH:27]=1.C([O-])([O-])=O.[K+].[K+].[OH-].[Na+]>C(O)C>[C:26]1([C:51]2[CH:52]=[CH:53][CH:54]=[CH:55][CH:56]=2)[CH:31]=[CH:30][CH:29]=[C:28]([C:32]2[O:33][C:34]([CH3:50])=[C:35]([CH2:37][CH2:38][O:24][C:21]3[CH:22]=[CH:23][C:18]([CH2:17][C:5]([O:10][C:11]4[CH:16]=[CH:15][CH:14]=[CH:13][CH:12]=4)([CH2:6][CH2:7][CH2:8][CH3:9])[C:4]([OH:3])=[O:25])=[CH:19][CH:20]=3)[N:36]=2)[CH:27]=1 |f:2.3.4,5.6|. Product: C1(=CC(=CC=C1)C=1OC(=C(N1)CCOC1=CC=C(CC(C(=O)O)(CCCC)OC2=CC=CC=C2)C=C1)C)C1=CC=CC=C1 (2-{4-[2-(2-biphenyl-3-yl-5-methyl-oxazol-4-yl)-ethoxy]-benzyl}-2-phenoxy-hexanoic acid). Starting materials: C(C)OC(=O)C.O (EtOAc—H2O), CC(C)(C)[O-].[K+] (t-BuOK), C(C)(=O)C1=CNC2=CC=CC=C12 (3-acetyl indole), C=1(C(=CC=CC1)S(=O)(=O)Cl)C (toluenesulfonyl chloride). The solvent is CN(C)C=O (DMF). Run at time 30 minute. Yields the product C1(=CC=C(C=C1)S(=O)(=O)N1C=C(C2=CC=CC=C12)C(C)=O)C (1-[(Toluene-4-sulfonyl)-1H-indol-3-yl]-ethanone). Isolated yield 78.0%. As a reaction SMILES: [CH3:1][C:2]([O-])([CH3:4])[CH3:3].[K+].[C:7]([C:10]1[C:18]2[C:13](=[CH:14][CH:15]=[CH:16][CH:17]=2)[NH:12][CH:11]=1)(=[O:9])[CH3:8].[C:19]1(C)[C:20]([S:25](Cl)(=[O:27])=[O:26])=[CH:21]C=CC=1.C(OC(C)=O)C.O>CN(C=O)C>[C:2]1([CH3:4])[CH:3]=[CH:21][C:20]([S:25]([N:12]2[C:13]3[C:18](=[CH:17][CH:16]=[CH:15][CH:14]=3)[C:10]([C:7](=[O:9])[CH3:8])=[CH:11]2)(=[O:27])=[O:26])=[CH:19][CH:1]=1 |f:0.1,4.5|. Reported procedure: Add 1.0 M t-BuOK (3.0 mL, 0.003 mol) to a stirring solution of 3-acetyl indole (0.478 g, 0.0030 mol) in dry DMF (20 mL) under N2 at ambient temperature and stir for 30 min. Add toluenesulfonyl chloride to this solution and stir the resulting mixture overnight. Pour the reaction into EtOAc—H2O, separate the organic layer and extract several times with H2O wash with brine, dry (MgSO4), filter, and evaporate on the rotary evaporator. Chromatograph on the ISCO eluting with a gradient hexane-EtOAc (0... Starting materials: O (water), ClC1=C(C=CC(=C1)Cl)C1=CC2=C(N(C3=CC=C(C=C23)C=2NN=CC2C)C)N(C1=O)C (3-(2,4-Dichlorophenyl)-1,9-dimethyl-6-(4-methyl-2H-pyrazol-3-yl)-1,9-dihydropyrido[2,3-b]indol-2-one), ClC1=C(C=CC(=C1)Cl)C1=CC2=C(N(C3=CC=C(C=C23)C=2NN=CC2C)C)N(C1=O)C (3-(2,4-dichlorophenyl)-1,9-dimethyl-6-(4-methyl-2H-pyrazol-3-yl)-1,9-dihydropyrido[2,3-b]indol-2-one), C(C(C)(C)C)(=O)Cl (pivaloyl chloride). Solvent: N1=CC=CC=C1 (pyridine). Run at time 2 hour. The product is ClC1=C(C=CC(=C1)Cl)C1=CC2=C(N(C3=CC=C(C=C23)C2=NN(C=C2C)C(C(C)(C)C)=O)C)N(C1=O)C (3-(2,4-Dichlorophenyl)-6-[1-(2,2-dimethylpropionyl)-4-methyl-1H-pyrazol-3-yl]-1,9-dimethyl-1,9-dihydropyrido[2,3-b]indol-2-one). As a reaction SMILES: [Cl:1][C:2]1[CH:7]=[C:6]([Cl:8])[CH:5]=[CH:4][C:3]=1[C:9]1[C:28](=[O:29])[N:27]([CH3:30])[C:12]2[N:13]([CH3:26])[C:14]3[C:19]([C:11]=2[CH:10]=1)=[CH:18][C:17]([C:20]1[NH:21][N:22]=[CH:23][C:24]=1[CH3:25])=[CH:16][CH:15]=3.[C:31](Cl)(=[O:36])[C:32]([CH3:35])([CH3:34])[CH3:33].O>N1C=CC=CC=1>[Cl:1][C:2]1[CH:7]=[C:6]([Cl:8])[CH:5]=[CH:4][C:3]=1[C:9]1[C:28](=[O:29])[N:27]([CH3:30])[C:12]2[N:13]([CH3:26])[C:14]3[C:19]([C:11]=2[CH:10]=1)=[CH:18][C:17]([C:20]1[C:24]([CH3:25])=[CH:23][N:22]([C:31](=[O:36])[C:32]([CH3:35])([CH3:34])[CH3:33])[N:21]=1)=[CH:16][CH:15]=3. Procedure: 0.14 g (0.32 mmol) of compound from Example 53, 3-(2,4-dichlorophenyl)-1,9-dimethyl-6-(4-methyl-2H-pyrazol-3-yl)-1,9-dihydropyrido[2,3-b]indol-2-one is dissolved in 5 ml of pyridine. 0.2 ml (1.6 mmol) of pivaloyl chloride is added. The mixture is stirred at ambient temperature for 2 hours. The reaction medium is poured into water, and extracted with EtOAc. Washing with a saturated NaCl solution, drying over Na2SO4 and then adsorbing onto silica are performed. Purification is carried out by chrom... The reactants are C1OC=2C=C(NC3=NC=CC=C3[N+](=O)[O-])C=CC2O1 (2-(3,4-methylenedioxyanilino)-3-nitropyridine). The solvent is CO (methanol). Product: NC=1C(=NC=CC1)NC1=CC2=C(C=C1)OCO2 (3-amino-2-(3,4-methylenedioxyanilino)pyridine). Reaction SMILES: [CH2:1]1[O:19][C:18]2[CH:17]=[CH:16][C:5]([NH:6][C:7]3[C:12]([N+:13]([O-])=O)=[CH:11][CH:10]=[CH:9][N:8]=3)=[CH:4][C:3]=2[O:2]1>CO>[NH2:13][C:12]1[C:7]([NH:6][C:5]2[CH:16]=[CH:17][C:18]3[O:19][CH2:1][O:2][C:3]=3[CH:4]=2)=[N:8][CH:9]=[CH:10][CH:11]=1. Procedure details: The crude nitro compound from Step A (11.5 g.) was hydrogenated in 175 ml. of methanol using 0.5 g. of 5% palladium on carbon as catalyst, the theoretical amount of hydrogen being consumed in 16 hours. The catalyst was removed on a filter. The filtrate was concentrated in vacuo and the dark residue was extracted with 75 ml. of 2.5 N hydrochloric acid and 75 ml. of water. The crude solution was used directly in the next step. Starting materials: [I-].C[S+](=O)(C)C (trimethylsulfoxonium iodide), [H-].[Na+] (sodium hydride), C[O-].[Na+] (sodium methoxide), C1(CC1)S(=O)(=O)C1=CC=C(C=C1)C(CC1CCOCC1)C1=CC=C(N1)C1=CC=C(C=N1)C=O (6-(5-{1-[4-(cyclopropylsulfonyl)phenyl]-2-(tetrahydro-2H-pyran-4-yl)ethyl}-1H-pyrrol-2-yl)pyridine-3-carbaldehyde), [Cl-].[NH4+] (ammonium chloride), CO (methanol). The solvent is CS(=O)C (dimethylsulfoxide), CS(=O)C (dimethylsulfoxide), O (Water). Conditions: time 1 hour. Product: C1(CC1)S(=O)(=O)C1=CC=C(C=C1)C(CC1CCOCC1)C1=CC=C(N1)C1=CC=C(C=N1)C(CO)OC (2-[6-(5-{1-[4-(cyclopropylsulfonyl)phenyl]-2-(tetrahydro-2H-pyran-4-yl)ethyl}-1H-pyrrol-2-yl)pyridin-3-yl]-2-methoxyethanol). Yield: 28.0%. Reaction SMILES: [I-].C[S+](C)(C)=O.[H-].[Na+].[CH:9]1([S:12]([C:15]2[CH:20]=[CH:19][C:18]([CH:21]([C:29]3[NH:33][C:32]([C:34]4[N:39]=[CH:38][C:37]([CH:40]=[O:41])=[CH:36][CH:35]=4)=[CH:31][CH:30]=3)[CH2:22][CH:23]3[CH2:28][CH2:27][O:26][CH2:25][CH2:24]3)=[CH:17][CH:16]=2)(=[O:14])=[O:13])[CH2:11][CH2:10]1.[CH3:42][O-:43].[Na+].[Cl-].[NH4+].[CH3:47]O>CS(C)=O.O>[CH:9]1([S:12]([C:15]2[CH:16]=[CH:17][C:18]([CH:21]([C:29]3[NH:33][C:32]([C:34]4[N:39]=[CH:38][C:37]([CH:40]([O:41][CH3:47])[CH2:42][OH:43])=[CH:36][CH:35]=4)=[CH:31][CH:30]=3)[CH2:22][CH:23]3[CH2:24][CH2:25][O:26][CH2:27][CH2:28]3)=[CH:19][CH:20]=2)(=[O:14])=[O:13])[CH2:11][CH2:10]1 |f:0.1,2.3,5.6,7.8|. Procedure: To a solution of trimethylsulfoxonium iodide (947 mg) in dimethylsulfoxide (5 mL) was added sodium hydride (oil, about 60%) (129 mg) and the mixture was stirred at room temperature m for 1 hr. The reaction mixture was added dropwise to a solution of 6-(5-{1-[4-(cyclopropylsulfonyl)phenyl]-2-(tetrahydro-2H-pyran-4-yl)ethyl}-1H-pyrrol-2-yl)pyridine-3-carbaldehyde (1 g) in dimethylsulfoxide (5 mL) and the mixture was stirred at room temperature for 1 hr. Water was added to the reaction mixture, and...